This data is from the Open Reaction Database (ORD), a public repository of structured organic reaction records. The task is: describe an organic reaction: reactants, conditions, products, and yield Reactants: BrB(Br)Br, CCC1c2cc(F)ccc2-c2ccccc2N1C(=O)c1ccc(OC)cc1F, C1=CCCCC1, CO, ClCCl, Cl. The product is CCC1c2cc(F)ccc2-c2ccccc2N1C(=O)c1ccc(O)cc1F. As a reaction SMILES: [B:1]([Br:2])([Br:3])[Br:4].[CH2:11]([CH3:12])[CH:13]1[N:14]([C:28]([c:29]2[c:30]([F:37])[cH:31][c:32]([O:35][CH3:36])[cH:33][cH:34]2)=[O:38])[c:15]2[cH:16][cH:17][cH:18][cH:19][c:20]2-[c:21]2[cH:22][cH:23][c:24]([F:27])[cH:25][c:26]21.[CH2:5]1[CH2:6][CH:7]=[CH:8][CH2:9][CH2:10]1.[CH3:43][OH:44].[Cl:40][CH2:41][Cl:42].[ClH:39]>>[CH2:11]([CH3:12])[CH:13]1[N:14]([C:28]([c:29]2[c:30]([F:37])[cH:31][c:32]([OH:35])[cH:33][cH:34]2)=[O:38])[c:15]2[cH:16][cH:17][cH:18][cH:19][c:20]2-[c:21]2[cH:22][cH:23][c:24]([F:27])[cH:25][c:26]21. The reactants are ClC=1C=C2C=CC(=CC2=CC1)S(=O)(=O)N1CC(N(CC1)C1=NC=C(C=N1)C1=CC=NC=C1)CC(=O)OC (4-[(6-chloronaphthalen-2-yl)sulfonyl]-2-(methoxycarbonylmethyl)-1-[5-(pyridin-4-yl)pyrimidin-2-yl]piperazine), Cl (hydrochloric acid), [OH-].[Na+] (sodium hydroxide), O (water), Cl (hydrochloride). The solvent is C(Cl)Cl.CO (methylene chloride methanol), O1CCCC1 (tetrahydrofuran), CO (methanol), C(C)O (ethanol). Conditions: time 5 hour. Yields the product Cl.ClC=1C=C2C=CC(=CC2=CC1)S(=O)(=O)N1CC(N(CC1)C1=NC=C(C=N1)C1=CC=NC=C1)CC(=O)N1CCOCC1 (4-[(6-Chloronaphthalen-2-yl)sulfonyl]-2-[[(morpholin-4-yl)carbonyl]methyl]-1-[5-(pyridin-4-yl)pyrimidin-2-yl]piperazine hydrochloride). Yield: 34.3%. RXN SMILES: [Cl:1][C:2]1[CH:3]=[C:4]2[C:9](=[CH:10][CH:11]=1)[CH:8]=[C:7]([S:12]([N:15]1[CH2:20][CH2:19][N:18]([C:21]3[N:26]=[CH:25][C:24]([C:27]4[CH:32]=[CH:31][N:30]=[CH:29][CH:28]=4)=[CH:23][N:22]=3)[CH:17]([CH2:33][C:34](OC)=[O:35])[CH2:16]1)(=[O:14])=[O:13])[CH:6]=[CH:5]2.[OH-:38].[Na+].O.Cl>O1CCCC1.CO.C(Cl)Cl.CO.C(O)C>[ClH:1].[Cl:1][C:2]1[CH:3]=[C:4]2[C:9](=[CH:10][CH:11]=1)[CH:8]=[C:7]([S:12]([N:15]1[CH2:20][CH2:19][N:18]([C:21]3[N:22]=[CH:23][C:24]([C:27]4[CH:32]=[CH:31][N:30]=[CH:29][CH:28]=4)=[CH:25][N:26]=3)[CH:17]([CH2:33][C:34]([N:15]3[CH2:20][CH2:19][O:38][CH2:17][CH2:16]3)=[O:35])[CH2:16]1)(=[O:13])=[O:14])[CH:6]=[CH:5]2 |f:1.2,7.8,10.11|. Procedure: In tetrahydrofuran (10 ml) and methanol (5.0 ml) was dissolved 4-[(6-chloronaphthalen-2-yl)sulfonyl]-2-(methoxycarbonylmethyl)-1-[5-(pyridin-4-yl)pyrimidin-2-yl]piperazine (583 mg). Under ice cooling, a mixture of sodium hydroxide (200 mg) and water (1.0 ml) was added dropwise to the resulting solution under ice cooling, followed by stirring at room temperature for 5 hours. Under ice cooling, concentrated hydrochloric acid (420 μl) was added to the reaction mixture to make it weakly acidic. The ... The reactants are C=1C=CC(=CC1)P(C=2C=CC=CC2)C3=CC=C4C=CC=CC4=C3C5=C6C=CC=CC6=CC=C5P(C=7C=CC=CC7)C=8C=CC=CC8 (BINAP), BrC1=C(C=CC(=C1)Cl)[N+](=O)[O-] (1-bromo-5-chloro-2-nitrobenzene), CC=1N(C2=NC(=NC(=C2N1)C1=CC=NC=C1)N)C1CCOCC1 (8-methyl-6-(pyridin-4-yl)-9-(tetrahydro-2H-pyran-4-yl)-9H-purin-2-amine), C([O-])([O-])=O.[Cs+].[Cs+] (cesium carbonate). The reagents and catalysts are CC(=O)[O-].CC(=O)[O-].[Pd+2] (Pd(OAc)2). The solvent is C1(=CC=CC=C1)C (toluene). Run at temperature 170 celsius, time 10 minute. Product: ClC=1C=CC(=C(C1)NC1=NC(=C2N=C(N(C2=N1)C1CCOCC1)C)C1=CC=NC=C1)[N+](=O)[O-] (N-(5-chloro-2-nitrophenyl)-8-methyl-6-(pyridin-4-yl)-9-(tetrahydro-2H-pyran-4-yl)-9H-purin-2-amine). Yield: 21.5%. Reaction SMILES: [CH3:1][C:2]1[N:3]([CH:18]2[CH2:23][CH2:22][O:21][CH2:20][CH2:19]2)[C:4]2[C:9]([N:10]=1)=[C:8]([C:11]1[CH:16]=[CH:15][N:14]=[CH:13][CH:12]=1)[N:7]=[C:6]([NH2:17])[N:5]=2.C(=O)([O-])[O-].[Cs+].[Cs+].C1C=CC(P(C2C(C3C(P(C4C=CC=CC=4)C4C=CC=CC=4)=CC=C4C=3C=CC=C4)=C3C(C=CC=C3)=CC=2)C2C=CC=CC=2)=CC=1.Br[C:77]1[CH:82]=[C:81]([Cl:83])[CH:80]=[CH:79][C:78]=1[N+:84]([O-:86])=[O:85]>C1(C)C=CC=CC=1.CC([O-])=O.CC([O-])=O.[Pd+2]>[Cl:83][C:81]1[CH:80]=[CH:79][C:78]([N+:84]([O-:86])=[O:85])=[C:77]([NH:17][C:6]2[N:5]=[C:4]3[C:9]([N:10]=[C:2]([CH3:1])[N:3]3[CH:18]3[CH2:23][CH2:22][O:21][CH2:20][CH2:19]3)=[C:8]([C:11]3[CH:16]=[CH:15][N:14]=[CH:13][CH:12]=3)[N:7]=2)[CH:82]=1 |f:1.2.3,7.8.9|. Procedure details: To an oven-dried vial was added 8-methyl-6-(pyridin-4-yl)-9-(tetrahydro-2H-pyran-4-yl)-9H-purin-2-amine (56 mg, 0.18 mmol, 1 equiv.) in anhydrous toluene (1 mL), then freshly grounded cesium carbonate (82 mg, 0.25 mmol, 1.4 equiv.) with stirring at room temperature under Ar. After 10 min, Pd(OAc)2 (13.5 mg, 0.02 mmol, 0.1 equiv.), racemic BINAP (17 mg, 0.03 mmol, 0.15 equiv.) and 1-bromo-5-chloro-2-nitrobenzene (WO 02/053545 A1) (55 mg, 0.23 mmol, 1.3 equiv.) were added as solids. The vial was p... The reactants are Oc1cccnc1Br, CI, CS(C)=O, CO, C[O-], [Na+], O. The product is COc1cccnc1Br. As a reaction SMILES: [Br:1][c:2]1[n:3][cH:4][cH:5][cH:6][c:7]1[OH:8].[CH3:12][I:13].[CH3:15][S:16]([CH3:17])=[O:18].[CH3:19][OH:20].[CH3:9][O-:10].[Na+:11].[OH2:14]>>[Br:1][c:2]1[n:3][cH:4][cH:5][cH:6][c:7]1[O:8][CH3:9]. Reactants: C[C@@H]1CNC[C@@H](O1)C (cis-2,6-Dimethylmorpholine), ClC1=NC=CC(=C1)Cl (2,4-dichloropyridine), C([O-])([O-])=O.[K+].[K+] (potassium carbonate). Solvent: C(C)#N (acetonitrile). Run at temperature 100 celsius, time 8 hour. The product is ClC1=CC(=NC=C1)N1C[C@H](O[C@H](C1)C)C (cis-4-(4-Chloro-2-pyridinyl)-2,6-dimethylmorpholine). RXN SMILES: [CH3:1][C@H:2]1[O:7][C@@H:6]([CH3:8])[CH2:5][NH:4][CH2:3]1.Cl[C:10]1[CH:15]=[C:14]([Cl:16])[CH:13]=[CH:12][N:11]=1.C(=O)([O-])[O-].[K+].[K+]>C(#N)C>[Cl:16][C:14]1[CH:13]=[CH:12][N:11]=[C:10]([N:4]2[CH2:5][C@H:6]([CH3:8])[O:7][C@H:2]([CH3:1])[CH2:3]2)[CH:15]=1 |f:2.3.4|. Procedure: cis-2,6-Dimethylmorpholine (2.029 g, 17.62 mmol) was added to a suspension of 2,4-dichloropyridine (2.37 g, 16.01 mmol) and potassium carbonate (6.64 g, 48.0 mmol) in anhydrous acetonitrile (120 mL). After addition, the reaction mixture was stirred at 100° C. overnight. Crude LC/MS showed starting material and desired product so cis-2,6-dimethylmorpholine (0.500 equivalents) was added to the reaction mixture and then stirred and heated at 100° C. overnight. Crude LC/MS showed starting material a... The reactants are C(C1=CC=CC=C1)OC(=O)NC=1C=CC(=NC1)Cl (5-Benzyloxy carbonylamino-2-chloropyridine), ClC1=C(C=CC(=C1)Cl)O (2,4-dichlorophenol), C([O-])([O-])=O.[K+].[K+] (potassium carbonate). The solvent is CN(C=O)C (dimethylformamide). The product is NC=1C=CC(=NC1)OC1=C(C=C(C=C1)Cl)Cl (5-amino-2-(2,4-dichlorophenoxy) pyridine). As a reaction SMILES: C(OC([NH:11][C:12]1[CH:13]=[CH:14][C:15](Cl)=[N:16][CH:17]=1)=O)C1C=CC=CC=1.[Cl:19][C:20]1[CH:25]=[C:24]([Cl:26])[CH:23]=[CH:22][C:21]=1[OH:27].C(=O)([O-])[O-].[K+].[K+]>CN(C)C=O>[NH2:11][C:12]1[CH:13]=[CH:14][C:15]([O:27][C:21]2[CH:22]=[CH:23][C:24]([Cl:26])=[CH:25][C:20]=2[Cl:19])=[N:16][CH:17]=1 |f:2.3.4|. Reported procedure: 5-Amino-2-chloropyridine(643 mg)in 3 mL of chloroform containing 505 mg of triethylamine was stirred with 853 mg of benzyl chloroformate for 4 hours at 60 degrees C. The mixture was then diluted with 20 mL of chloroform and washed with water, saturated sodium bicarbonate and brine, dried over anhydrous magnesium sulfate and evaporated to give 700 mg of 5-benzyloxycarbonylamino-2-chloropyridine. 5-Benzyloxy carbonylamino-2-chloropyridine (272 mg) and 163 mg of 2,4-dichlorophenol were stirred over... Reactants: CC#N, ClC(Cl)Cl, FC(F)(F)Sc1ccc(CCl)cc1, Nc1ccc(Cl)cc1C(=O)NCC(=O)NCC1CCNCC1. As a reaction SMILES: [CH3:36][C:37]#[N:38].[CH:39]([Cl:40])([Cl:41])[Cl:42].[F:23][C:24]([S:25][c:26]1[cH:27][cH:28][c:29]([CH2:30][Cl:31])[cH:32][cH:33]1)([F:34])[F:35].[NH2:1][c:2]1[c:3]([C:4](=[O:5])[NH:6][CH2:7][C:8](=[O:9])[NH:10][CH2:11][CH:12]2[CH2:13][CH2:14][NH:15][CH2:16][CH2:17]2)[cH:18][c:19]([Cl:22])[cH:20][cH:21]1>>[NH2:1][c:2]1[c:3]([C:4](=[O:5])[NH:6][CH2:7][C:8](=[O:9])[NH:10][CH2:11][CH:12]2[CH2:13][CH2:14][N:15]([CH2:30][c:29]3[cH:28][cH:27][c:26]([S:25][C:24]([F:23])([F:34])[F:35])[cH:33][cH:32]3)[CH2:16][CH2:17]2)[cH:18][c:19]([Cl:22])[cH:20][cH:21]1. The product is Nc1ccc(Cl)cc1C(=O)NCC(=O)NCC1CCN(Cc2ccc(SC(F)(F)F)cc2)CC1.